From a dataset of the Open Reaction Database (ORD), a public repository of structured organic reaction records. describe an organic reaction: reactants, conditions, products, and yield Starting materials: FC(C=1C=C(CN(C(=O)C2=NC(=NC=C2Br)C)C)C=C(C1)C(F)(F)F)(F)F (5-bromo-2-methyl-pyrimidine-4-carboxylic acid (3,5-bis-trifluoromethyl-benzyl)-methyl-amide), tetrakis-(triphenylphosphin)palladium, C1(=CC=CC=C1)B(O)O (phenylboronic acid), C(=O)([O-])[O-].[Na+].[Na+] (Na2CO3). The solvent is COCCOC (1,2-dimethoxyethane), O (H2O). Product: FC(C=1C=C(CN(C(=O)C2=NC(=NC=C2C2=CC=CC=C2)C)C)C=C(C1)C(F)(F)F)(F)F (2-methyl-5-phenyl-pyrimidine-4-carboxylic acid (3,5-bis-trifluoromethyl-benzyl)-methyl-amide). The yield is 56.9%. RXN SMILES: [F:1][C:2]([F:27])([F:26])[C:3]1[CH:4]=[C:5]([CH:19]=[C:20]([C:22]([F:25])([F:24])[F:23])[CH:21]=1)[CH2:6][N:7]([CH3:18])[C:8]([C:10]1[C:15](Br)=[CH:14][N:13]=[C:12]([CH3:17])[N:11]=1)=[O:9].[C:28]1(B(O)O)[CH:33]=[CH:32][CH:31]=[CH:30][CH:29]=1.C([O-])([O-])=O.[Na+].[Na+]>COCCOC.O>[F:1][C:2]([F:27])([F:26])[C:3]1[CH:4]=[C:5]([CH:19]=[C:20]([C:22]([F:25])([F:24])[F:23])[CH:21]=1)[CH2:6][N:7]([CH3:18])[C:8]([C:10]1[C:15]([C:28]2[CH:33]=[CH:32][CH:31]=[CH:30][CH:29]=2)=[CH:14][N:13]=[C:12]([CH3:17])[N:11]=1)=[O:9] |f:2.3.4|. Procedure details: To a suspension of 0.456 g (1 mmol) 5-bromo-2-methyl-pyrimidine-4-carboxylic acid (3,5-bis-trifluoromethyl-benzyl)-methyl-amide, 0.034 g (0.2 mmol) tetrakis-(triphenylphosphin)palladium and 0.121 g (1 mmol) phenylboronic acid in 20 ml 1,2-dimethoxyethane a solution of 0.105 g (1 mmol) Na2CO3 in 8 ml H2O was added. The resulting reaction mixture was heated at reflux for 16 hrs. After evaporation of the 1,2-dimethoxyethan, the aqueous phase was extracted twice with 50 ml CH2Cl2. The combined organ... RXN SMILES: [Br:20][CH2:21][CH2:22][CH2:23][O:24][CH3:25].[H-:19].[NH2:1][c:2]1[c:3]([C:13](=[O:14])[O:15][CH2:16][CH3:17])[cH:4][n:5][n:6]1-[c:7]1[cH:8][cH:9][cH:10][cH:11][cH:12]1.[Na+:18].[O:26]=[CH:27][N:28]([CH3:29])[CH3:30]>>[NH:1]([c:2]1[c:3]([C:13](=[O:14])[O:15][CH2:16][CH3:17])[cH:4][n:5][n:6]1-[c:7]1[cH:8][cH:9][cH:10][cH:11][cH:12]1)[CH2:21][CH2:22][CH2:23][O:24][CH3:25]. The reactants are COCCCBr, [H-], CCOC(=O)c1cnn(-c2ccccc2)c1N, [Na+], CN(C)C=O. Yields the product CCOC(=O)c1cnn(-c2ccccc2)c1NCCCOC. Reactants: COC(=O)CBr, O=C([O-])[O-], COc1cc2c(cc1OC)C(c1ccccc1)N1CCNCC1C2, CN(C)C=O, ClC(Cl)Cl, [K+], [K+]. Product: COC(=O)CN1CCN2C(Cc3cc(OC)c(OC)cc3C2c2ccccc2)C1. Reaction SMILES: [Br:31][CH2:32][C:33](=[O:34])[O:35][CH3:36].[C:25](=[O:26])([O-:27])[O-:28].[CH3:1][O:2][c:3]1[c:4]([O:23][CH3:24])[cH:5][c:6]2[c:11]([cH:12]1)[CH:10]([c:13]1[cH:14][cH:15][cH:16][cH:17][cH:18]1)[N:9]1[CH:8]([CH2:7]2)[CH2:22][NH:21][CH2:20][CH2:19]1.[CH3:37][N:38]([CH3:39])[CH:40]=[O:41].[CH:42]([Cl:43])([Cl:44])[Cl:45].[K+:29].[K+:30]>>[CH3:1][O:2][c:3]1[c:4]([O:23][CH3:24])[cH:5][c:6]2[c:11]([cH:12]1)[CH:10]([c:13]1[cH:14][cH:15][cH:16][cH:17][cH:18]1)[N:9]1[CH:8]([CH2:7]2)[CH2:22][N:21]([CH2:32][C:33](=[O:34])[O:35][CH3:36])[CH2:20][CH2:19]1.